This data is from the Open Reaction Database (ORD), a public repository of structured organic reaction records. The task is: describe an organic reaction: reactants, conditions, products, and yield The reactants are CC1=C(C(=NO1)C1=CC=CC=C1)C(=O)NN (5-methyl-3-phenyl-isoxazole-4-carboxylic acid hydrazide), IC1=CC=C(C(=O)O)C=C1 (4-iodobenzoic acid). Yields the product IC1=CC=C(C=C1)C=1OC(=NN1)C=1C(=NOC1C)C1=CC=CC=C1 (2-(4-Iodo-phenyl)-5-(5-methyl-3-phenyl-isoxazol-4-yl)-[1,3,4]oxadiazole). The yield is 62.0%. As a reaction SMILES: [CH3:1][C:2]1[O:6][N:5]=[C:4]([C:7]2[CH:12]=[CH:11][CH:10]=[CH:9][CH:8]=2)[C:3]=1[C:13]([NH:15][NH2:16])=[O:14].[I:17][C:18]1[CH:26]=[CH:25][C:21]([C:22](O)=O)=[CH:20][CH:19]=1>>[I:17][C:18]1[CH:26]=[CH:25][C:21]([C:22]2[O:14][C:13]([C:3]3[C:4]([C:7]4[CH:12]=[CH:11][CH:10]=[CH:9][CH:8]=4)=[N:5][O:6][C:2]=3[CH3:1])=[N:15][N:16]=2)=[CH:20][CH:19]=1. Reported procedure: As described for example 2, 5-methyl-3-phenyl-isoxazole-4-carboxylic acid hydrazide (1.00 g, 4.60 mmol) was converted using 4-iodobenzoic acid instead of o-toluic acid to the title compound (SiO2, heptane:ethyl acetate:dichloromethane=70:10:20 to 40:40:20, 1.21 g, 62%) which was obtained as a white solid. MS: m/e=430.2 [M+H]+. Starting materials: O=C1N(C2=NC=CC=C2C=C1)CC=O ((2-oxo-1,8-naphthyridin-1(2H)-yl)acetaldehyde), N1CCC(CC1)NC(OC(C)(C)C)=O (tert-butyl (piperidin-4-yl)carbamate), C(C)(=O)O (acetic acid), C(C)(=O)O[BH-](OC(C)=O)OC(C)=O.[Na+] (sodium triacetoxyborohydride). The solvent is C(Cl)Cl (methylene chloride), O (water). Conditions: time 10 minute. Product: O=C1N(C2=NC=CC=C2C=C1)CCN1CCC(CC1)NC(OC(C)(C)C)=O (tert-butyl (1-(2-(2-oxo-1,8-naphthyridin-1(2H)-yl)ethyl)piperidin-4-yl)carbamate). The yield is 48.4%. Reaction SMILES: [O:1]=[C:2]1[CH:11]=[CH:10][C:9]2[C:4](=[N:5][CH:6]=[CH:7][CH:8]=2)[N:3]1[CH2:12][CH:13]=O.[NH:15]1[CH2:20][CH2:19][CH:18]([NH:21][C:22](=[O:28])[O:23][C:24]([CH3:27])([CH3:26])[CH3:25])[CH2:17][CH2:16]1.C(O)(=O)C.C(O[BH-](OC(=O)C)OC(=O)C)(=O)C.[Na+]>C(Cl)Cl.O>[O:1]=[C:2]1[CH:11]=[CH:10][C:9]2[C:4](=[N:5][CH:6]=[CH:7][CH:8]=2)[N:3]1[CH2:12][CH2:13][N:15]1[CH2:16][CH2:17][CH:18]([NH:21][C:22](=[O:28])[O:23][C:24]([CH3:26])([CH3:25])[CH3:27])[CH2:19][CH2:20]1 |f:3.4|. Procedure details: To a solution of 0.29 g of (2-oxo-1,8-naphthyridin-1(2H)-yl)acetaldehyde in 10 mL of methylene chloride, 0.30 g of tert-butyl (piperidin-4-yl)carbamate and 87 μL of acetic acid were added, the mixture was stirred for 10 minutes, and to the reaction mixture, 0.48 g of sodium triacetoxyborohydride was then added and the mixture was stirred at room temperature for 4 hours. Thereto were added water, a saturated aqueous sodium hydrogen carbonate solution and chloroform, the organic layer was separate... Reactants: CC(C)(C)OC(=O)N1CCC(C(=O)O)CC1, C=O, CN(C)P(=O)(N(C)C)N(C)C, CC(C)NC(C)C, CC(C)[N-]C(C)C, [Li+], C1CCOC1. Product: CC(C)(C)OC(=O)N1CCC(CO)(C(=O)O)CC1, CC(C)[N-]C(C)C, [Li+]. Reaction SMILES: [C:8]([CH3:9])([CH3:10])([CH3:11])[O:12][C:13](=[O:14])[N:15]1[CH2:16][CH2:17][CH:18]([C:21](=[O:22])[OH:23])[CH2:19][CH2:20]1.[CH2:32]=[O:33].[CH3:39][N:40]([P:41]([N:42]([CH3:43])[CH3:44])([N:45]([CH3:46])[CH3:47])=[O:48])[CH3:49].[CH:1]([CH3:2])([CH3:3])[NH:4][CH:5]([CH3:6])[CH3:7].[CH:24]([N-:25][CH:26]([CH3:27])[CH3:28])([CH3:29])[CH3:30].[Li+:31].[O:34]1[CH2:35][CH2:36][CH2:37][CH2:38]1>>[C:8]([CH3:9])([CH3:10])([CH3:11])[O:12][C:13](=[O:14])[N:15]1[CH2:16][CH2:17][C:18]([C:21](=[O:22])[OH:23])([CH2:32][OH:33])[CH2:19][CH2:20]1.[CH:1]([CH3:2])([CH3:3])[N-:4][CH:5]([CH3:6])[CH3:7].[Li+:31]. Starting materials: O=C(Br)CBr, Cc1ccccc1, O, c1ccc2c(c1)NCCCS2, c1ccncc1. Yields the product O=C(CBr)N1CCCSc2ccccc21. As a reaction SMILES: [Br:12][CH2:13][C:14](=[O:15])[Br:16].[CH3:18][c:19]1[cH:20][cH:21][cH:22][cH:23][cH:24]1.[OH2:17].[S:1]1[CH2:2][CH2:3][CH2:4][NH:5][c:6]2[c:7]1[cH:8][cH:9][cH:10][cH:11]2.[cH:25]1[cH:26][cH:27][n:28][cH:29][cH:30]1>>[S:1]1[CH2:2][CH2:3][CH2:4][N:5]([C:14]([CH2:13][Br:12])=[O:15])[c:6]2[c:7]1[cH:8][cH:9][cH:10][cH:11]2. Reactants: [N+](=O)([O-])C1=CC=C(C=C1)C12CC3(CC(CC3C1)C2)N (1-(4-nitrophenyl)tricyclo[3.3.1.03,7]nonan-3-amine), C(=O)([O-])[O-].[K+].[K+] (K2CO3), C(C1=CC=CC=C1)OC(=O)Cl (benzylchloroformate). Run in O (water), C1CCOC1 (THF). Conditions: time 2 hour. Yields the product C(C1=CC=CC=C1)OC(NC12CC3(CC2CC(C1)C3)C3=CC=C(C=C3)[N+](=O)[O-])=O (benzyl[2-(4-nitrophenyl)hexahydro-2,5-methanopentalen-3a(1H)-yl]carbamate). Isolated yield 66.9%. RXN SMILES: [N+:1]([C:4]1[CH:9]=[CH:8][C:7]([C:10]23[CH2:18][CH:14]4[CH2:15][CH:16]([CH2:17]2)[C:12]([NH2:19])([CH2:13]4)[CH2:11]3)=[CH:6][CH:5]=1)([O-:3])=[O:2].C([O-])([O-])=O.[K+].[K+].[CH2:26]([O:33][C:34](Cl)=[O:35])[C:27]1[CH:32]=[CH:31][CH:30]=[CH:29][CH:28]=1>C1COCC1.O>[CH2:26]([O:33][C:34](=[O:35])[NH:19][C:12]12[CH2:13][CH:14]3[CH2:18][C:10]([C:7]4[CH:6]=[CH:5][C:4]([N+:1]([O-:3])=[O:2])=[CH:9][CH:8]=4)([CH2:17][CH:16]1[CH2:15]3)[CH2:11]2)[C:27]1[CH:32]=[CH:31][CH:30]=[CH:29][CH:28]=1 |f:1.2.3|. Reported procedure: To a stirred mixture of 1-(4-nitrophenyl)tricyclo[3.3.1.03,7]nonan-3-amine (2.0 g, 8.0 mmol) obtained in step III, K2CO3 (3.5 g, 24 mmol) in THF (80 mL), cooled to ice-bath temperature was added benzylchloroformate (50% w/v in Toluene, 2.2 mL, 12 mmol). After stirring the reaction mixture at r.t for 2 h, it was diluted with water and extracted with EtOAc. The combined organic layers were washed with brine, dried over Na2SO4, and the solvent was removed under reduced pressure to obtain benzyl[2-(... Starting materials: NC=1C=C2C(=C(N(C2=CC1)CC1=CC=CC=C1)C(=O)OCC)C1=CC=CC=C1 (ethyl 5-amino-1-benzyl-3-phenyl-1H-indole-2-carboxylate), COC1OC(CC1)OC (2,5-dimethoxytetrahydrofuran). Solvent: C(C)(=O)O (acetic acid). Yields the product C(C1=CC=CC=C1)N1C(=C(C2=CC(=CC=C12)N1C=CC=C1)C1=CC=CC=C1)C(=O)OCC (ethyl 1-benzyl-3-phenyl-5-(1H-pyrrol-1-yl)-1H-indole-2-carboxylate). The yield is 95.1%. RXN SMILES: [NH2:1][C:2]1[CH:3]=[C:4]2[C:8](=[CH:9][CH:10]=1)[N:7]([CH2:11][C:12]1[CH:17]=[CH:16][CH:15]=[CH:14][CH:13]=1)[C:6]([C:18]([O:20][CH2:21][CH3:22])=[O:19])=[C:5]2[C:23]1[CH:28]=[CH:27][CH:26]=[CH:25][CH:24]=1.CO[CH:31]1[CH2:35][CH2:34][CH:33](OC)O1>C(O)(=O)C>[CH2:11]([N:7]1[C:8]2[C:4](=[CH:3][C:2]([N:1]3[CH:31]=[CH:35][CH:34]=[CH:33]3)=[CH:10][CH:9]=2)[C:5]([C:23]2[CH:24]=[CH:25][CH:26]=[CH:27][CH:28]=2)=[C:6]1[C:18]([O:20][CH2:21][CH3:22])=[O:19])[C:12]1[CH:17]=[CH:16][CH:15]=[CH:14][CH:13]=1. Reported procedure: A solution of ethyl 5-amino-1-benzyl-3-phenyl-1H-indole-2-carboxylate (0.74 g, 2 mmol), 2,5-dimethoxytetrahydrofuran (0.40 g, 3 mmol) in acetic acid was heated to 90° C. for 3 h. The reaction was cooled and concentrated. The residue was then purified by flash silica gel chromatography (hexanes/ethyl acetate 5/1) to afforded 0.8 g (95%) of ethyl 1-benzyl-3-phenyl-5-(1H-pyrrol-1-yl)-1H-indole-2-carboxylate as an off-white solid: 1H NMR (CDCl3) δ 0.97 (t, J=7.1 Hz, 3 H), 4.11 (q, J=7.1 Hz, 2 H), 5.... Reactants: C1CCOC1, CCOC(=O)N=NC(=O)OCC, Oc1ccccc1, CCC(C(N)=O)N1CC(CO)CC1=O, c1ccc(P(c2ccccc2)c2ccccc2)cc1. Product: CCC(C(N)=O)N1CC(COc2ccccc2)CC1=O. As a reaction SMILES: [CH2:53]1[O:54][CH2:55][CH2:56][CH2:57]1.[O:22]=[C:23]([O:24][CH2:25][CH3:26])[N:27]=[N:28][C:29]([O:30][CH2:31][CH3:32])=[O:33].[OH:15][c:16]1[cH:17][cH:18][cH:19][cH:20][cH:21]1.[OH:1][CH2:2][CH:3]1[CH2:4][C:5](=[O:14])[N:6]([CH:8]([C:9](=[O:10])[NH2:11])[CH2:12][CH3:13])[CH2:7]1.[c:34]1([P:35]([c:36]2[cH:37][cH:38][cH:39][cH:40][cH:41]2)[c:42]2[cH:43][cH:44][cH:45][cH:46][cH:47]2)[cH:48][cH:49][cH:50][cH:51][cH:52]1>>[O:1]([CH2:2][CH:3]1[CH2:4][C:5](=[O:14])[N:6]([CH:8]([C:9](=[O:10])[NH2:11])[CH2:12][CH3:13])[CH2:7]1)[c:16]1[cH:17][cH:18][cH:19][cH:20][cH:21]1. The reactants are CC1=C(C=CC(=C1)C)C(=O)C1=C(C=C(C=C1)C)C (di-(2,4-dimethylphenyl) ketone), C#C (acetylene), C(=O)=O.CO (dry ice methanol). The solvent is O1CCCC1 (tetrahydrofuran). Reaction conditions: time 8 hour. Product: CC1=C(C=CC(=C1)C)C(C#C)(O)C1=C(C=C(C=C1)C)C (1,1-bis(2,4-dimethylphenyl)-2-propyn-1-ol). As a reaction SMILES: [CH:1]#[CH:2].C(=O)=O.CO.[CH3:8][C:9]1[CH:14]=[C:13]([CH3:15])[CH:12]=[CH:11][C:10]=1[C:16]([C:18]1[CH:23]=[CH:22][C:21]([CH3:24])=[CH:20][C:19]=1[CH3:25])=[O:17]>O1CCCC1>[CH3:25][C:19]1[CH:20]=[C:21]([CH3:24])[CH:22]=[CH:23][C:18]=1[C:16]([C:10]1[CH:11]=[CH:12][C:13]([CH3:15])=[CH:14][C:9]=1[CH3:8])([OH:17])[C:1]#[CH:2] |f:1.2|. Procedure: 0.5 g of Fe(NO3)3.9H2O and 49 g of sodium are added to liquid ammonia (1.5 ) to produce sodium amide. Then acetylene gas is introduced into the reaction mixture at a temperature of -40° C. to -65° C. (whilst cooling using dry ice-methanol) for one hour while stirring. Then, an anhydrous tetrahydrofuran solution containing 476 g of di-(2,4-dimethylphenyl) ketone is added dropwise to the reaction mixture while cooling and stirring. After further stirring for 2 hours, the mixture is left at room te... Reactants: C(C)(=O)N[C@H](CC1=CC=C(C=C1)OC)C(=O)O (N-Acetyl-O-methyl-D-tyrosine), O (water), Cl (hydrochloric acid). The solvent is CN(C)C=O (DMF). Product: Cl.COC1=CC=C(C[C@@H](N)C(=O)O)C=C1 (O-Methyl-D-tyrosine hydrochloride). As a reaction SMILES: C([NH:4][C@@H:5]([C:15]([OH:17])=[O:16])[CH2:6][C:7]1[CH:12]=[CH:11][C:10]([O:13][CH3:14])=[CH:9][CH:8]=1)(=O)C.O.[ClH:19]>CN(C=O)C>[ClH:19].[CH3:14][O:13][C:10]1[CH:9]=[CH:8][C:7]([CH2:6][C@H:5]([C:15]([OH:17])=[O:16])[NH2:4])=[CH:12][CH:11]=1 |f:4.5|. Procedure: N-Acetyl-O-methyl-D-tyrosine, 24 g. is heated in 100 ml. of water and 100 ml. of concentrated hydrochloric acid for seven hours on a steam bath and let cool to room temperature overnight. The flask is swirled gently and the product crystallizes. It is separated by filtration, washed with a small amount of isopropanol, then with ether and dried to give 16.1 g. of the above named compound, [α]D23 +7.4° (c 2.02, DMF). The reactants are OCC(CC1=C(C=C(C=C1Cl)Cl)Cl)=O (1-hydroxy-3-(2,4,6-trichloro-phenyl)-propan-2-one), N1=CC=CC=C1 (pyridine), Cl.CON (methoxyamine hydrochloride). The solvent is CO (methanol). Run at temperature 24 celsius, time 18 hour. Yields the product CON=C(CO)CC1=C(C=C(C=C1Cl)Cl)Cl (1-hydroxy-3-(2,4,6-trichloro-phenyl)-propan-2-one O-methyl-oxime). Yield: 99.0%. Reaction SMILES: [OH:1][CH2:2][C:3](=O)[CH2:4][C:5]1[C:10]([Cl:11])=[CH:9][C:8]([Cl:12])=[CH:7][C:6]=1[Cl:13].N1C=CC=CC=1.Cl.[CH3:22][O:23][NH2:24]>CO>[CH3:22][O:23][N:24]=[C:3]([CH2:4][C:5]1[C:10]([Cl:11])=[CH:9][C:8]([Cl:12])=[CH:7][C:6]=1[Cl:13])[CH2:2][OH:1] |f:2.3|. Reported procedure: To a stirred solution of 1-hydroxy-3-(2,4,6-trichloro-phenyl)-propan-2-one (30 g; 118 mmol) in methanol (240 ml) was added pyridine (15 ml; 189 mmol) followed by a portionwise addition of methoxyamine hydrochloride (15 g; 178 mmol). The reaction mixture was stirred at 24° C. for 18 h under nitrogen. Methanol was removed under reduced pressure, the residue poured in water (300 ml) and 1N hydrochloric acid was added (100 ml). The solution was extracted with dichloromethane (3×150 ml). Combined org...